Dataset: the Open Reaction Database (ORD), a public repository of structured organic reaction records. Task: describe an organic reaction: reactants, conditions, products, and yield Reactants: C(C)OC(C=CC1=CC(=CC=C1)NC(=O)C=1OC(=CC1)Br)=O (3-{3-[(5-Bromo-furan-2-carbonyl)-amino]-phenyl}-acrylic acid ethyl ester), C(C1=CC=CC=C1)OC=1C=C(C=CC1)B(O)O (3-benzyloxy-phenylboronic acid). Run at temperature 85 celsius. Yields the product C(C)OC(C=CC1=CC(=CC=C1)NC(=O)C=1OC(=CC1)C1=CC(=CC=C1)OCC1=CC=CC=C1)=O (3-(3-{[5-(3-Benzyloxy-phenyl)-furan-2-carbonyl]-amino}-phenyl)-acrylic acid ethyl ester). Reaction SMILES: [CH2:1]([O:3][C:4](=[O:22])[CH:5]=[CH:6][C:7]1[CH:12]=[CH:11][CH:10]=[C:9]([NH:13][C:14]([C:16]2[O:17][C:18](Br)=[CH:19][CH:20]=2)=[O:15])[CH:8]=1)[CH3:2].[CH2:23]([O:30][C:31]1[CH:32]=[C:33](B(O)O)[CH:34]=[CH:35][CH:36]=1)[C:24]1[CH:29]=[CH:28][CH:27]=[CH:26][CH:25]=1>>[CH2:1]([O:3][C:4](=[O:22])[CH:5]=[CH:6][C:7]1[CH:12]=[CH:11][CH:10]=[C:9]([NH:13][C:14]([C:16]2[O:17][C:18]([C:33]3[CH:34]=[CH:35][CH:36]=[C:31]([O:30][CH2:23][C:24]4[CH:29]=[CH:28][CH:27]=[CH:26][CH:25]=4)[CH:32]=3)=[CH:19][CH:20]=2)=[O:15])[CH:8]=1)[CH3:2]. Reported procedure: The furyl bromide (99) (100 mg, 0.28 mmol) was coupled to 3-benzyloxy-phenylboronic acid (69 mg, 0.30 mmol) acid using Method E, except that the reaction was heated at 85° C. The crude product was purified by column chromatography eluting with 20% EtOAc in heptane to give the title compound. The reactants are C[O-].[Na+] (sodium methoxide), C(C1=CC=CC=C1)C1=NC(=CC=C1OCOC)N1C([C@@H](CC1)OC(C)=O)=O (2-benzyl-3-methoxymethyloxy-6-[(3R)-3-acetoxy-2-pyrrolidinone-1-yl]pyridine), O (water). The solvent is CO (methanol), CO (methanol). The product is C(C1=CC=CC=C1)C1=NC(=CC=C1OCOC)N1C([C@@H](CC1)O)=O (2-Benzyl-3-methoxymethyloxy-6-[(3R)-3-hydroxy-2-pyrrolidinone-1-yl]pyridine). Yield: 92.4%. Reaction SMILES: [CH2:1]([C:8]1[C:13]([O:14][CH2:15][O:16][CH3:17])=[CH:12][CH:11]=[C:10]([N:18]2[CH2:22][CH2:21][C@@H:20]([O:23]C(=O)C)[C:19]2=[O:27])[N:9]=1)[C:2]1[CH:7]=[CH:6][CH:5]=[CH:4][CH:3]=1.C[O-].[Na+].O>CO>[CH2:1]([C:8]1[C:13]([O:14][CH2:15][O:16][CH3:17])=[CH:12][CH:11]=[C:10]([N:18]2[CH2:22][CH2:21][C@@H:20]([OH:23])[C:19]2=[O:27])[N:9]=1)[C:2]1[CH:7]=[CH:6][CH:5]=[CH:4][CH:3]=1 |f:1.2|. Procedure details: 453 mg of 2-benzyl-3-methoxymethyloxy-6-[(3R)-3-acetoxy-2-pyrrolidinone-1-yl]pyridine was dissolved in 5 ml of methanol, and two droplets of a 28% methanol solution of sodium methoxide was added thereto under stirring at room temperature, followed by stirring for 30 minutes. Then, water was added thereto, and the mixture was extracted with ethyl acetate. The organic phase was further washed with brine, dried over anhydrous sodium sulfate and the solvent was removed. The residue was subjected to ... Reactants: N1(C=NC=C1)C1=CC=C(N=N1)OC1CNCCC1 (3-[(6-(imidazol-1-yl)pyridazin-3-yl)oxy]piperidine), ClCC1=CC2=C(OCO2)C=C1 (5-chloromethyl-1,3-benzodioxole), C(=O)([O-])[O-].[K+].[K+] (K2CO3), [Na+].[I-] (NaI). The solvent is CN(C)C=O (DMF). Conditions: temperature 50 celsius. Yields the product N1(C=NC=C1)C1=CC=C(N=N1)OC1CN(CCC1)CC1=CC2=C(OCO2)C=C1 (3-[(6-(imidazol-1-yl)pyridazin-3-yl)oxy]-1-[(1,3-benzodioxol-5-yl)methyl]piperidine). RXN SMILES: [N:1]1([C:6]2[N:11]=[N:10][C:9]([O:12][CH:13]3[CH2:18][CH2:17][CH2:16][NH:15][CH2:14]3)=[CH:8][CH:7]=2)[CH:5]=[CH:4][N:3]=[CH:2]1.Cl[CH2:20][C:21]1[CH:29]=[CH:28][C:24]2[O:25][CH2:26][O:27][C:23]=2[CH:22]=1.C([O-])([O-])=O.[K+].[K+].[Na+].[I-]>CN(C=O)C>[N:1]1([C:6]2[N:11]=[N:10][C:9]([O:12][CH:13]3[CH2:18][CH2:17][CH2:16][N:15]([CH2:20][C:21]4[CH:29]=[CH:28][C:24]5[O:25][CH2:26][O:27][C:23]=5[CH:22]=4)[CH2:14]3)=[CH:8][CH:7]=2)[CH:5]=[CH:4][N:3]=[CH:2]1 |f:2.3.4,5.6|. Procedure: A mixture of 3-[(6-(imidazol-1-yl)pyridazin-3-yl)oxy]piperidine (220 mg), 5-chloromethyl-1,3-benzodioxole (0.26 mL), K2CO3 (1.0 g), and NaI (0.1 g) in DMF (15 mL) was heated at 50° C. under N2 for 3 hours. After filtration and concentration in vacuo, the residual oil was dissolved in CH2Cl2 (100 mL), washed with water (20 mL×3) and brine, dried (MgSO4), and concentrated. Purification by column chromatography gave 3-[(6-(imidazol-1-yl)pyridazin-3-yl)oxy]-1-[(1,3-benzodioxol-5-yl)methyl]piperidine...